From a dataset of the Open Reaction Database (ORD), a public repository of structured organic reaction records. describe an organic reaction: reactants, conditions, products, and yield Starting materials: [C-]#N, CCNc1ccccc1, Cc1ccccc1, CC(C)(N=C=O)c1ccc(Cl)cc1. Yields the product CCN(C(=O)NC(C)(C)c1ccc(Cl)cc1)c1ccccc1. As a reaction SMILES: [C-:14]#[N:15].[CH2:16]([CH3:17])[NH:18][c:19]1[cH:20][cH:21][cH:22][cH:23][cH:24]1.[CH3:25][c:26]1[cH:27][cH:28][cH:29][cH:30][cH:31]1.[Cl:1][c:2]1[cH:3][cH:4][c:5]([C:6]([CH3:7])([CH3:8])[N:9]=[C:10]=[O:11])[cH:12][cH:13]1>>[Cl:1][c:2]1[cH:3][cH:4][c:5]([C:6]([CH3:7])([CH3:8])[NH:9][C:10](=[O:11])[N:18]([CH2:16][CH3:17])[c:19]2[cH:20][cH:21][cH:22][cH:23][cH:24]2)[cH:12][cH:13]1.